From a dataset of the Open Reaction Database (ORD), a public repository of structured organic reaction records. describe an organic reaction: reactants, conditions, products, and yield Reactants: COC(CN(C)C(=O)C1=CC=CC2=C(C=CC=C12)Br)=O (N-[(5-Bromo-1-naphthalenyl)carbonyl]-N-methylglycine methyl ester), [OH-].[Na+] (NaOH), Cl (HCl). Solvent: CO (methanol). Run at time 1.5 hour. Yields the product BrC1=C2C=CC=C(C2=CC=C1)C(=O)N(CC(=O)O)C (N-[(5-Bromo-1-naphthalenyl)carbonyl]-N-methylglycine). Yield: 91.7%. Reaction SMILES: C[O:2][C:3](=[O:20])[CH2:4][N:5]([C:7]([C:9]1[C:18]2[C:13](=[C:14]([Br:19])[CH:15]=[CH:16][CH:17]=2)[CH:12]=[CH:11][CH:10]=1)=[O:8])[CH3:6].[OH-].[Na+].Cl>CO>[Br:19][C:14]1[CH:15]=[CH:16][CH:17]=[C:18]2[C:13]=1[CH:12]=[CH:11][CH:10]=[C:9]2[C:7]([N:5]([CH3:6])[CH2:4][C:3]([OH:20])=[O:2])=[O:8] |f:1.2|. Procedure details: N-[(5-Bromo-1-naphthalenyl)carbonyl]-N-methylglycine methyl ester (3.7 g, 11.0 mmoles, described in Example 2) was suspended in methanol (50 ml). A solution of 1N aqueous NaOH (13.2 ml) was added to the suspension. The mixture was stirred at 20°-22° C. for 1.5 hr. The mixture was neutralized with aqueous HCl and concentrated under reduced pressure to remove the methanol. The residual solution was made acidic with aqueous HCl and extracted with ethyl acetate. The extract was dried (MgSO4), filter...